From a dataset of the Open Reaction Database (ORD), a public repository of structured organic reaction records. describe an organic reaction: reactants, conditions, products, and yield The reactants are ClC1=CC(=C(C=C1F)C=1N=C(C2=C(N1)C=CS2)N2CCC=CCC2)F (2-(4-chloro-2,5-difluorophenyl)-4-(2,3,6,7-tetrahydro-1H-azepine-1-yl)thieno[3,2-d]pyrimidine), C[N+]1(CCOCC1)[O-] (N-methylmorpholine-N-oxide), 2.5, C1CCOC1.O (THF water), Cl.CCOC(=O)C (HCl EtOAc). Reagents/catalysts: [Os](=O)(=O)(=O)=O.C(C)(C)(C)O (osmium tetroxide tert-butanol). Run in O (water), C1CCOC1 (THF). Run at time 20 hour. Yields the product Cl.ClC1=CC(=C(C=C1F)C=1N=C(C2=C(N1)C=CS2)N2CCC(C(CC2)O)O)F ((4RS,5SR)-1-[2-(4-chloro-2,5-difluorophenyl)thieno[3,2-d]pyrimidine-4-yl]azepane-4,5-diol hydrochloride). RXN SMILES: [Cl:1][C:2]1[C:7]([F:8])=[CH:6][C:5]([C:9]2[N:10]=[C:11]([N:18]3CCC=C[CH2:20][CH2:19]3)[C:12]3[S:17][CH:16]=[CH:15][C:13]=3[N:14]=2)=[C:4]([F:25])[CH:3]=1.C[N+]1([O-])CC[O:30]CC1.[CH2:34]1[CH2:38][O:37][CH2:36][CH2:35]1.O.Cl.CCOC(C)=O>C1COCC1.[Os](=O)(=O)(=O)=O.C(O)(C)(C)C.O>[ClH:1].[Cl:1][C:2]1[C:7]([F:8])=[CH:6][C:5]([C:9]2[N:10]=[C:11]([N:18]3[CH2:38][CH2:34][CH:35]([OH:30])[CH:36]([OH:37])[CH2:20][CH2:19]3)[C:12]3[S:17][CH:16]=[CH:15][C:13]=3[N:14]=2)=[C:4]([F:25])[CH:3]=1 |f:2.3,4.5,7.8,10.11|. Procedure details: A mixture of 582 mg of 2-(4-chloro-2,5-difluorophenyl)-4-(2,3,6,7-tetrahydro-1H-azepine-1-yl)thieno[3,2-d]pyrimidine, 235 mg of N-methylmorpholine-N-oxide, 1.30 ml of 2.5 w % osmium tetroxide-tert-butanol solution and 10 ml of THF-water (4:1) was stirred for 20 hours at room temperature. After 50 ml of water was added to the reaction mixture and extracted with EtOAc, the resultant washed with a saturated saline solution. After the organic layer was dried over anhydrous magnesium sulfate, the sol...